Dataset: the Open Reaction Database (ORD), a public repository of structured organic reaction records. Task: describe an organic reaction: reactants, conditions, products, and yield The reactants are COC(\C(=N/OC)\C1=C(C=CC=C1)OC1=CC=CC=C1)=O (Z-α-methoxyimino-2-phenoxyphenylacetic acid methyl ester), Cl (hydrochloric acid). The solvent is CO (methanol), CO (methanol). Yields the product COC(/C(=N/OC)/C1=C(C=CC=C1)OC1=CC=CC=C1)=O (E-α-methoxyimino-2-phenoxyphenylacetic acid methyl ester). Reaction SMILES: [CH3:1][O:2][C:3](=[O:21])/[C:4](/[C:8]1[CH:13]=[CH:12][CH:11]=[CH:10][C:9]=1[O:14][C:15]1[CH:20]=[CH:19][CH:18]=[CH:17][CH:16]=1)=[N:5]\[O:6][CH3:7].Cl>CO>[CH3:1][O:2][C:3](=[O:21])/[C:4](/[C:8]1[CH:13]=[CH:12][CH:11]=[CH:10][C:9]=1[O:14][C:15]1[CH:16]=[CH:17][CH:18]=[CH:19][CH:20]=1)=[N:5]/[O:6][CH3:7]. Reported procedure: To Z-α-methoxyimino-2-phenoxyphenylacetic acid methyl ester VI'(0.29 g, 1.0 mmole) were added dried methanol (3 ml) and 10% hydrochloric acid solution in methanol (0.36 g, 1.0 mmole) and the mixture was heated under reflux for 6 hours to conduct isomerization. The reactants are CC(C)(C)O, O=C([O-])O, ClCCl, O=C(O)c1sc(-c2ccccc2)cc1I, [Mg+2], O=S(=O)([O-])[O-], O=S(=O)(O)O. The product is CC(C)(C)OC(=O)c1sc(-c2ccccc2)cc1I. Reaction SMILES: [C:27]([CH3:28])([CH3:29])([CH3:30])[OH:31].[C:32](=[O:33])([OH:34])[O-:35].[Cl:36][CH2:37][Cl:38].[I:12][c:13]1[c:14]([C:24](=[O:25])[OH:26])[s:15][c:16](-[c:18]2[cH:19][cH:20][cH:21][cH:22][cH:23]2)[cH:17]1.[Mg+2:1].[O-:2][S:3](=[O:4])(=[O:5])[O-:6].[S:7](=[O:8])(=[O:9])([OH:10])[OH:11]>>[I:12][c:13]1[c:14]([C:24]([O:25][C:27]([CH3:28])([CH3:29])[CH3:30])=[O:26])[s:15][c:16](-[c:18]2[cH:19][cH:20][cH:21][cH:22][cH:23]2)[cH:17]1. The reactants are OP(=O)(O)[O-].[K+] (potassium phosphate monobasic), Cl(=O)[O-].[Na+] (sodium chlorite), CC(C)=CC (2-methyl-2-butene), C(C1=CC=CC=C1)N1C(=C(C2=CC=CC=C12)C=O)C(C)C (1-benzyl-2-isopropyl-1H-indole-3-carbaldehyde), C(C1=CC=CC=C1)N1C(=C(C2=CC=CC=C12)C=O)C(C)C (1-benzyl-2-isopropyl-1H-indole-3-carbaldehyde), CC(C)=CC (2-methyl-2-butene), OP(=O)(O)[O-].[K+] (potassium phosphate monobasic), Cl(=O)[O-].[Na+] (sodium chlorite), OP(=O)(O)[O-].[K+] (potassium phosphate monobasic), Cl(=O)[O-].[Na+] (sodium chlorite). Run in O (H2O), C(C)#N (acetonitrile), C(C)(C)(C)O (tert-butanol), O (H2O). Conditions: time 16 hour. Product: C(C1=CC=CC=C1)N1C(=C(C2=CC=CC=C12)C(=O)O)C(C)C (1-benzyl-2-isopropyl-1H-indole-3-carboxylic acid). As a reaction SMILES: [CH2:1]([N:8]1[C:16]2[C:11](=[CH:12][CH:13]=[CH:14][CH:15]=2)[C:10]([CH:17]=[O:18])=[C:9]1[CH:19]([CH3:21])[CH3:20])[C:2]1[CH:7]=[CH:6][CH:5]=[CH:4][CH:3]=1.CC(=CC)C.[OH:27]P([O-])(O)=O.[K+].Cl([O-])=O.[Na+]>C(#N)C.C(O)(C)(C)C.O>[CH2:1]([N:8]1[C:16]2[C:11](=[CH:12][CH:13]=[CH:14][CH:15]=2)[C:10]([C:17]([OH:27])=[O:18])=[C:9]1[CH:19]([CH3:21])[CH3:20])[C:2]1[CH:3]=[CH:4][CH:5]=[CH:6][CH:7]=1 |f:2.3,4.5|. Reported procedure: To a suspension of 1-benzyl-2-isopropyl-1H-indole-3-carbaldehyde (Compound 40, 545 mg, 2.0 mmol) in acetonitrile (6 ml), tert-butanol (6 ml) and H2O (12 ml) was added 2-methyl-2-butene (8 ml), potassium phosphate monobasic (5.4 g, 40 mmol), sodium chlorite (80%, 2.3 g, 40 mmol). The mixture was stirred at room temperature for 16 h, more potassium phosphate monobasic (5.4 g, 40 mmol) and sodium chlorite (80%, 2.3 g, 40 mmol) were added and the mixture was stirred at room temperature for an additi... Starting materials: resultant mixture, BrCSC1=CC=C(C=C1)Cl (1-Bromomethylthio-4-chlorobenzene), CC(C)([O-])C.[K+] (potassium tert-butoxide), ClC1=CC=C(C=C1)O (4-chlorophenol). The solvent is CN(C)C=O (DMF), CN(C)C=O (DMF). Yields the product ClC1=CC=C(C=C1)SCOC1=CC=C(C=C1)Cl (1-(4-chlorophenylthio) methoxy-4-chloro-benzene). Reaction SMILES: Br[CH2:2][S:3][C:4]1[CH:9]=[CH:8][C:7]([Cl:10])=[CH:6][CH:5]=1.CC(C)([O-])C.[K+].[Cl:17][C:18]1[CH:23]=[CH:22][C:21]([OH:24])=[CH:20][CH:19]=1>CN(C=O)C>[Cl:10][C:7]1[CH:8]=[CH:9][C:4]([S:3][CH2:2][O:24][C:21]2[CH:22]=[CH:23][C:18]([Cl:17])=[CH:19][CH:20]=2)=[CH:5][CH:6]=1 |f:1.2|. Procedure details: 1-Bromomethylthio-4-chlorobenzene (20 mmol) in DMF (10 ml) was added with stirring at room temperature to a solution prepared from potassium tert-butoxide (20 mmol) and 4-chlorophenol (20 mmol) in DMF (50 ml). The resultant mixture was stirred at 80° C. for 1 h, the solvent was then distilled off, the residue triturated with water, the residual material extracted with chloroform, the dried (MgSO4) chloroform solution evaporated and the residue distilled; yield 3.65 g (64%), b.p. 135°-140° C./0.0... Procedure: The title compound was prepared by addition of the solid material prepared in step 2 above to vigorously stirring 4 M HCl in dioxane, affording the title compound as a white solid: mp >99° C.; 1H NMR (400 MHz, d6-DMSO) δ 7.25 (d, 1H, J=2.8, 1H), 6.23 (s, 2H), 5.87 (d, J=5.2, 1H), 5.21 (bs, 1H), 4.98 (bs, 1H), 4.73-4.79 (m, 2H), 4.09 (t, J=5.6, 1H), 3.72-3.79 (m, 1H), 3.55-3.60 (m, 1H), 3.45-3.37 (m, 1H), 2.75-2.82 (m, 1H), 0.72-0.79 (m, 2H), 0.55-0.63 (m, 2H). Elemental analysis for C13H17N5O5S.... Product: Cl.NC=1N=C(C2=C(N1)N(C(S2)=O)[C@H]2[C@H](O)[C@H](O)[C@H](O2)CO)NC2CC2 (5-Amino-7-cyclopropylamino-3-β-D-ribofuranosylthiazolo[4,5-d]pyrimidin-2-one hydrochloride salt). RXN SMILES: [NH2:1][C:2]1[N:3]=[C:4]([NH:21][CH:22]2[CH2:24][CH2:23]2)[C:5]2[S:10][C:9](=[O:11])[N:8]([C@@H:12]3[O:18][C@H:17]([CH2:19][OH:20])[C@@H:15]([OH:16])[C@H:13]3[OH:14])[C:6]=2[N:7]=1.[ClH:25]>O1CCOCC1>[ClH:25].[NH2:1][C:2]1[N:3]=[C:4]([NH:21][CH:22]2[CH2:23][CH2:24]2)[C:5]2[S:10][C:9](=[O:11])[N:8]([C@@H:12]3[O:18][C@H:17]([CH2:19][OH:20])[C@@H:15]([OH:16])[C@H:13]3[OH:14])[C:6]=2[N:7]=1 |f:3.4|. The solvent is O1CCOCC1 (dioxane). Starting materials: NC=1N=C(C2=C(N1)N(C(S2)=O)[C@H]2[C@H](O)[C@H](O)[C@H](O2)CO)NC2CC2 (5-Amino-7-cyclopropylamino-3-β-D-ribofuranosylthiazolo[4,5-d]pyrimidin-2-one), Cl (HCl). The reactants are CS(=O)(=O)OCC1=CC=C2C(=N1)SC(=N2)C (5-(((methanesulfonyl)oxy)methyl )-2-methylthiazolo[5,4-b ]pyridine), C1(=CC=CC=C1)P(C1=CC=CC=C1)C1=CC=CC=C1 (triphenylphosphine). Run in CC#N (CH3CN). Yields the product CS(=O)(=O)[O-].CC=1SC2=NC(=CC=C2N1)C[P+](C1=CC=CC=C1)(C1=CC=CC=C1)C1=CC=CC=C1 (((2-methylthiazolo[5,4-b]pyridine-5-yl)methyl)triphenylphosphonium methanesulfonate). As a reaction SMILES: [CH3:1][S:2]([O:5][CH2:6][C:7]1[N:12]=[C:11]2[S:13][C:14]([CH3:16])=[N:15][C:10]2=[CH:9][CH:8]=1)(=[O:4])=[O:3].[C:17]1([P:23]([C:30]2[CH:35]=[CH:34][CH:33]=[CH:32][CH:31]=2)[C:24]2[CH:29]=[CH:28][CH:27]=[CH:26][CH:25]=2)[CH:22]=[CH:21][CH:20]=[CH:19][CH:18]=1>CC#N>[CH3:1][S:2]([O-:5])(=[O:4])=[O:3].[CH3:16][C:14]1[S:13][C:11]2[C:10]([N:15]=1)=[CH:9][CH:8]=[C:7]([CH2:6][P+:23]([C:24]1[CH:25]=[CH:26][CH:27]=[CH:28][CH:29]=1)([C:30]1[CH:35]=[CH:34][CH:33]=[CH:32][CH:31]=1)[C:17]1[CH:18]=[CH:19][CH:20]=[CH:21][CH:22]=1)[N:12]=2 |f:3.4|. Procedure details: A solution of the mesylate of Step 7 (1.68 mmol) and triphenylphosphine (660 mg, 2.52 mmol) in 8 mL of anhyd. CH3CN was heated at reflux for 2 hr. The solvent was evaporated and the oil was swished in ether and the ether decanted twice. It was swished again in 25 mL ether over the weekend. The solvent was decanted to afford a very hygroscopic solid, which was dried under vacuum; yield: 732 mg, (84%). Reactants: I.CSC=1NCCN1 (2-methylthio-2-imidazoline hydroiodide), CNN (methylhydrazine). Solvent: C(C)O (ethanol). Conditions: temperature -10 celsius. The product is I.CN(N)C=1NCCN1 (2-(1-methylhydrazino)-imidazoline hydroiodide). As a reaction SMILES: [IH:1].CS[C:4]1[NH:5][CH2:6][CH2:7][N:8]=1.[CH3:9][NH:10][NH2:11]>C(O)C>[IH:1].[CH3:9][N:10]([C:4]1[NH:5][CH2:6][CH2:7][N:8]=1)[NH2:11] |f:0.1,4.5|. Procedure: A solution of 48.8 g. of 2-methylthio-2-imidazoline hydroiodide and 10.0 g. of methylhydrazine in 200 ml. of ethanol is heated at reflux for several hours, clarified and then cooled at -10° C. The precipitate is collected, washed with diethyl ether and dried, giving 2-(1-methylhydrazino)-imidazoline hydroiodide. Starting materials: N1N=CC(=C1)C(=O)O (4-pyrazolecarboxylic acid), CN(C)C=O (DMF), CN(C)C(=[N+](C)C)ON1C2=C(C=CC=C2)N=N1.[B-](F)(F)(F)F (TBTU), BrC1=CC=C(C=C1)[C@H](C)N ((S)-1-(4-bromophenyl)ethylamine). Reaction conditions: time 10 minute. Product: BrC1=CC=C(C=C1)[C@H](C)NC(=O)C=1C=NNC1 ((S)-1H-Pyrazole-4-carboxylic acid [1-(4-bromo-phenyl)-ethyl]amide). RXN SMILES: [NH:1]1[CH:5]=[C:4]([C:6]([OH:8])=O)[CH:3]=[N:2]1.CN(C=O)C.CN(C(ON1N=NC2C=CC=CC1=2)=[N+](C)C)C.[B-](F)(F)(F)F.[Br:36][C:37]1[CH:42]=[CH:41][C:40]([C@@H:43]([NH2:45])[CH3:44])=[CH:39][CH:38]=1>>[Br:36][C:37]1[CH:42]=[CH:41][C:40]([C@@H:43]([NH:45][C:6]([C:4]2[CH:3]=[N:2][NH:1][CH:5]=2)=[O:8])[CH3:44])=[CH:39][CH:38]=1 |f:2.3|. Procedure details: To 5.0 g (44.6 mmol) 4-pyrazolecarboxylic acid in 100 mL DMF 15.2 mL (89.2 mmol) DIPEA and 15.7 g (49.1 mmol) TBTU are added and the mixture is stirred for 10 min at rt. Subsequently 8.9 g (44.6 mmol) (S)-1-(4-bromophenyl)ethylamine are added and stirring is continued over night. The mixture is poured on water and is extracted with ethyl acetate. The combined organic layers are dried over sodium sulphate and the solvent is removed in vacuo. The residue is triturated with DCM to yield the desired...